Task: describe an organic reaction: reactants, conditions, products, and yield. Dataset: the Open Reaction Database (ORD), a public repository of structured organic reaction records Reactants: CC(C)N1CC(c2ccc(F)cc2)C2(CCCN(C(=O)C(COCc3ccccc3)NC(=O)C(C)(C)NC(=O)OC(C)(C)C)C2)C1=O, CO, ClCCl, O=C(O)C(F)(F)F. The product is CC(C)N1CC(c2ccc(F)cc2)C2(CCCN(C(=O)C(COCc3ccccc3)NC(=O)C(C)(C)N)C2)C1=O. Reaction SMILES: [CH2:1]([c:2]1[cH:3][cH:4][cH:5][cH:6][cH:7]1)[O:8][CH2:9][CH:10]([C:11](=[O:12])[N:13]1[CH2:14][C:15]2([CH:16]([c:24]3[cH:25][cH:26][c:27]([F:30])[cH:28][cH:29]3)[CH2:17][N:18]([CH:21]([CH3:22])[CH3:23])[C:19]2=[O:20])[CH2:31][CH2:32][CH2:33]1)[NH:34][C:35]([C:36]([CH3:37])([CH3:38])[NH:39][C:40](=[O:41])[O:42][C:43]([CH3:44])([CH3:45])[CH3:46])=[O:47].[CH3:55][OH:56].[Cl:57][CH2:58][Cl:59].[F:48][C:49]([F:50])([F:51])[C:52]([OH:53])=[O:54]>>[CH2:1]([c:2]1[cH:3][cH:4][cH:5][cH:6][cH:7]1)[O:8][CH2:9][CH:10]([C:11](=[O:12])[N:13]1[CH2:14][C:15]2([CH:16]([c:24]3[cH:25][cH:26][c:27]([F:30])[cH:28][cH:29]3)[CH2:17][N:18]([CH:21]([CH3:22])[CH3:23])[C:19]2=[O:20])[CH2:31][CH2:32][CH2:33]1)[NH:34][C:35]([C:36]([CH3:37])([CH3:38])[NH2:39])=[O:47]. Starting materials: CCN(CC)C1=CC2=C(C=C1)C=C(C(=O)O2)/C=N\NC3=CC=CC=N3 (Ic-2), FC1=C(C=CC=C1)C1=CC=C(O1)C(=O)Cl (5-(2-fluorophenyl)-2-furancarbonyl chloride), acid chloride, S(N)(=O)(=O)C1=CC=C(S1)C=1C=C(C(=O)O)C=CC1 (3-(5-sulfamoyl-2-thienyl)benzoic acid). The product is O1C(=CC=C1)C1=NN=C(O1)NC(=O)C1=CC(=CC=C1)C=1SC(=CC1)S(N)(=O)=O (N-[5-(2-Furyl)-1,3,4-oxadiazol-2-yl]-3-(5-sulfamoyl-2-thienyl)benzenecarboxamide). Reaction SMILES: CCN(C1C=C[C:9]2[CH:12]=[C:13](/[CH:17]=[N:18]\[NH:19][C:20]3[N:25]=CC=CC=3)C([O:16][C:8]=2C=1)=O)CC.[S:26]([C:30]1[S:34][C:33]([C:35]2[CH:36]=[C:37]([CH:41]=[CH:42][CH:43]=2)[C:38]([OH:40])=O)=[CH:32][CH:31]=1)(=[O:29])(=[O:28])[NH2:27].FC1C=CC=CC=1C1[O:55]C(C(Cl)=O)=CC=1>>[O:16]1[CH:8]=[CH:9][CH:12]=[C:13]1[C:17]1[O:55][C:20]([NH:25][C:38]([C:37]2[CH:41]=[CH:42][CH:43]=[C:35]([C:33]3[S:34][C:30]([S:26](=[O:28])(=[O:29])[NH2:27])=[CH:31][CH:32]=3)[CH:36]=2)=[O:40])=[N:19][N:18]=1. Procedure details: The title compound was synthesized in accordance with the synthesis method of compound Ic-2 described below, using an acid chloride which can be prepared from 3-(5-sulfamoyl-2-thienyl)benzoic acid described in Reference Example 2 by a routine method instead of 5-(2-fluorophenyl)-2-furancarbonyl chloride. Reactants: C(C)(C)(C)OC(=O)N1CCN(CC1)C1=CC=C(C=C1)C1=CC=CC=2N1N=C(N2)NC(=O)C2CC2 (4-{4-[2-(cyclopropanecarbonyl-amino)-[1,2,4]triazolo[1,5-a]pyridin-5-yl]-phenyl}-piperazine-1-carboxylic acid tert-butyl ester), C(O)([O-])=O.[Na+] (sodium hydrogen carbonate). Solvent: FC(C(=O)O)(F)F (trifluoroacetic acid). Product: N1(CCNCC1)C1=CC=C(C=C1)C1=CC=CC=2N1N=C(N2)NC(=O)C2CC2 (Cyclopropanecarboxylic acid [5-(4-piperazin-1-yl-phenyl)-[1,2,4]triazolo[1,5-a]pyridin-2-yl]-amide). As a reaction SMILES: C(OC([N:8]1[CH2:13][CH2:12][N:11]([C:14]2[CH:19]=[CH:18][C:17]([C:20]3[N:25]4[N:26]=[C:27]([NH:29][C:30]([CH:32]5[CH2:34][CH2:33]5)=[O:31])[N:28]=[C:24]4[CH:23]=[CH:22][CH:21]=3)=[CH:16][CH:15]=2)[CH2:10][CH2:9]1)=O)(C)(C)C.C(=O)([O-])O.[Na+]>FC(F)(F)C(O)=O>[N:11]1([C:14]2[CH:15]=[CH:16][C:17]([C:20]3[N:25]4[N:26]=[C:27]([NH:29][C:30]([CH:32]5[CH2:33][CH2:34]5)=[O:31])[N:28]=[C:24]4[CH:23]=[CH:22][CH:21]=3)=[CH:18][CH:19]=2)[CH2:10][CH2:9][NH:8][CH2:13][CH2:12]1 |f:1.2|. Procedure details: A solution of 4-{4-[2-(cyclopropanecarbonyl-amino)-[1,2,4]triazolo[1,5-a]pyridin-5-yl]-phenyl}-piperazine-1-carboxylic acid tert-butyl ester (0.042 g, 0.091 mmol) in trifluoroacetic acid (2 mL) was stirred for 2 h. Saturated sodium hydrogen carbonate was then added and the mixture was extracted with ethyl acetate and dried over magnesium sulfate. After filtration and concentration under reduced pressure the crude product was purified by preparatory HPLC. LCMS method: 2, RT: 1.97 min; MI: 363 [M+... The product is CC(NC(=O)CCl)(c1cc(Br)ccc1F)C(F)(F)CO. As a reaction SMILES: [C:17](=[O:18])([O-:19])[O-:20].[CH3:37][OH:38].[Cl:23][CH2:24][C:25](=[O:26])[Cl:27].[Cl:34][CH2:35][Cl:36].[K+:28].[K+:29].[NH2:1][C:2]([C:3]([CH2:4][OH:5])([F:6])[F:7])([CH3:8])[c:9]1[c:10]([F:16])[cH:11][cH:12][c:13]([Br:15])[cH:14]1.[Na+:21].[Na+:22].[O-:30][C:31]([O-:32])=[O:33]>>[NH:1]([C:2]([C:3]([CH2:4][OH:5])([F:6])[F:7])([CH3:8])[c:9]1[c:10]([F:16])[cH:11][cH:12][c:13]([Br:15])[cH:14]1)[C:25]([CH2:24][Cl:23])=[O:26]. Reactants: O=C([O-])[O-], CO, O=C(Cl)CCl, ClCCl, [K+], [K+], CC(N)(c1cc(Br)ccc1F)C(F)(F)CO, [Na+], [Na+], O=C([O-])[O-]. Starting materials: [H][H] (hydrogen), [H][H] (hydrogen), FC1=C(C#N)C=CC(=C1)F (2,4-difluorobenzonitrile), N (ammonia). Reagents/catalysts: [Ni] (Raney nickel). Solvent: C(C)O (ethanol), C(C)O (ethanol). Product: FC1=C(CN)C=CC(=C1)F (2,4-Difluorobenzylamine). As a reaction SMILES: [F:1][C:2]1[CH:9]=[C:8]([F:10])[CH:7]=[CH:6][C:3]=1[C:4]#[N:5].[H][H].N>C(O)C.[Ni]>[F:1][C:2]1[CH:9]=[C:8]([F:10])[CH:7]=[CH:6][C:3]=1[CH2:4][NH2:5]. Procedure: 13.9 g (0.10 mol) of 2,4-difluorobenzonitrile are dissolved in 100 ml of ethanol and hydrogenated in a pressurized reactor at 75°-80° C. using hydrogen gas after 1.4 g of Raney nickel in ethanol has been added and after 17 g (1.0 mol) of ammonia gas have been injected. The take-up of hydrogen is complete after about 2 hours. The reaction mixture is cooled, decompressed and filtered and then freed from solvent in a vacuum rotary evaporator. The resultant oil is subjected to fractional distillatio... The reactants are O=C([O-])[O-], Nc1ncnc2c1c(I)cn2-c1ccccc1, [Na+], [Na+], CN(C)C=O, CC1(C)OB(c2ccc3ccc(-c4ccccc4)nc3c2)OC1(C)C, c1ccc(P(c2ccccc2)(c2ccccc2)[Pd](P(c2ccccc2)(c2ccccc2)c2ccccc2)(P(c2ccccc2)(c2ccccc2)c2ccccc2)P(c2ccccc2)(c2ccccc2)c2ccccc2)cc1. Product: Nc1ncnc2c1c(-c1ccc3ccc(-c4ccccc4)nc3c1)cn2-c1ccccc1. Reaction SMILES: [C:43](=[O:44])([O-:45])[O-:46].[I:1][c:2]1[cH:3][n:4](-[c:12]2[cH:13][cH:14][cH:15][cH:16][cH:17]2)[c:5]2[n:6][cH:7][n:8][c:9]([NH2:11])[c:10]12.[Na+:47].[Na+:48].[O:49]=[CH:50][N:51]([CH3:52])[CH3:53].[c:18]1(-[c:24]2[n:25][c:26]3[cH:27][c:28]([B:34]4[O:35][C:36]([CH3:37])([CH3:38])[C:39]([CH3:40])([CH3:41])[O:42]4)[cH:29][cH:30][c:31]3[cH:32][cH:33]2)[cH:19][cH:20][cH:21][cH:22][cH:23]1.[cH:54]1[cH:55][cH:56][c:57]([P:58]([Pd:59]([P:60]([c:61]2[cH:62][cH:63][cH:64][cH:65][cH:66]2)([c:67]2[cH:68][cH:69][cH:70][cH:71][cH:72]2)[c:73]2[cH:74][cH:75][cH:76][cH:77][cH:78]2)([P:79]([c:80]2[cH:81][cH:82][cH:83][cH:84][cH:85]2)([c:86]2[cH:87][cH:88][cH:89][cH:90][cH:91]2)[c:92]2[cH:93][cH:94][cH:95][cH:96][cH:97]2)[P:98]([c:99]2[cH:100][cH:101][cH:102][cH:103][cH:104]2)([c:105]2[cH:106][cH:107][cH:108][cH:109][cH:110]2)[c:111]2[cH:112][cH:113][cH:114][cH:115][cH:116]2)([c:117]2[cH:118][cH:119][cH:120][cH:121][cH:122]2)[c:123]2[cH:124][cH:125][cH:126][cH:127][cH:128]2)[cH:129][cH:130]1>>[c:2]1(-[c:28]2[cH:27][c:26]3[n:25][c:24](-[c:18]4[cH:19][cH:20][cH:21][cH:22][cH:23]4)[cH:33][cH:32][c:31]3[cH:30][cH:29]2)[cH:3][n:4](-[c:12]2[cH:13][cH:14][cH:15][cH:16][cH:17]2)[c:5]2[n:6][cH:7][n:8][c:9]([NH2:11])[c:10]12.